Dataset: the Open Reaction Database (ORD), a public repository of structured organic reaction records. Task: describe an organic reaction: reactants, conditions, products, and yield The reactants are C1(=CC=CC=C1)P (phenylphosphine), P(Cl)(Cl)(Cl)(Cl)Cl (PCl5). Run in C1(=CC=CC=C1)C (toluene), C1(=CC=CC=C1)C (toluene). Run at temperature 70 celsius. Product: C1(=CC=CC=C1)P(Cl)Cl (phenyldichlorophosphine). As a reaction SMILES: [C:1]1(P)[CH:6]=[CH:5][CH:4]=[CH:3][CH:2]=1.[P:8]([Cl:13])(Cl)(Cl)(Cl)[Cl:9]>C1(C)C=CC=CC=1>[C:1]1([P:8]([Cl:13])[Cl:9])[CH:6]=[CH:5][CH:4]=[CH:3][CH:2]=1. Reported procedure: 38.5 g (0.34 mol) phenylphosphine dissolved in 40 ml toluene was added at 25° C. to a suspension of 160 g PCl5 (0.77 mol) in 500 ml toluene. After the exothermal reaction had subsided, the whole was heated to 70° C. until gas ceased to be evolved. The low boilers were removed under vacuum. The crude product yield was 67 g; 31P-NMR: δ P=161 ppm, C6H5PCl2, 94.4 mol%. The residue was distilled under vacuum. bp 98° C./17 mbar; yield: 50.6 g (81% of the theoretical). Run at temperature 55 celsius. Reported procedure: 1.5 g. helveticoside are dissolved in 20 ml. cyclohexanone diethylketal and mixed with 1.5 g. of a cation exchanger in the H+ form (e.g. the ion exchanger known by the trade name of Lewatit S 100). The mixture is heated to 55°C while stirring, and the course of the reaction is followed by thin-layer chromatography. After about 4 hours of reaction no more helveticoside can be detected. The ion exchanger is filtered off and the solvent distilled off from the filtrate in a rotating evaporator under... Starting materials: C[C@@H]1[C@H]([C@H](C[C@@H](O1)O[C@H]2CC[C@@]3([C@H]4CC[C@@]5([C@H](CC[C@@]5([C@@H]4CC[C@@]3(C2)O)O)C6=CC(=O)OC6)C)C=O)O)O (helveticoside), C[C@@H]1[C@H]([C@H](C[C@@H](O1)O[C@H]2CC[C@@]3([C@H]4CC[C@@]5([C@H](CC[C@@]5([C@@H]4CC[C@@]3(C2)O)O)C6=CC(=O)OC6)C)C=O)O)O (helveticoside), C(C)OC1(CCCCC1)OCC (cyclohexanone diethylketal), H+. The product is C1(CCCCC1)=O.C[C@@H]1[C@H]([C@H](C[C@@H](O1)O[C@H]2CC[C@@]3([C@H]4CC[C@@]5([C@H](CC[C@@]5([C@@H]4CC[C@@]3(C2)O)O)C6=CC(=O)OC6)C)C=O)O)O (cyclohexanone helveticoside). Reaction SMILES: [CH3:1][C@H:2]1[O:7][C@@H:6]([O:8][C@@H:9]2[CH2:25][C@:24]3([OH:26])[C@@:12]([CH:35]=[O:36])([C@@H:13]4[C@@H:21]([CH2:22][CH2:23]3)[C@:20]3([OH:27])[C@@:16]([CH3:34])([C@@H:17]([C:28]5[CH2:33][O:32][C:30](=[O:31])[CH:29]=5)[CH2:18][CH2:19]3)[CH2:15][CH2:14]4)[CH2:11][CH2:10]2)[CH2:5][C@H:4]([OH:37])[C@@H:3]1[OH:38].C(OC1(OCC)CCCCC1)C>>[C:9]1(=[O:8])[CH2:25][CH2:24][CH2:12][CH2:11][CH2:10]1.[CH3:1][C@H:2]1[O:7][C@@H:6]([O:8][C@@H:9]2[CH2:25][C@:24]3([OH:26])[C@@:12]([CH:35]=[O:36])([C@@H:13]4[C@@H:21]([CH2:22][CH2:23]3)[C@:20]3([OH:27])[C@@:16]([CH3:34])([C@@H:17]([C:28]5[CH2:33][O:32][C:30](=[O:31])[CH:29]=5)[CH2:18][CH2:19]3)[CH2:15][CH2:14]4)[CH2:11][CH2:10]2)[CH2:5][C@H:4]([OH:37])[C@@H:3]1[OH:38] |f:2.3|. Reactants: O=C([O-])[O-], C=CCc1cc(F)ccc1O, Cc1ccccc1, O=C1NCN(c2ccccc2)C12CCN(CCCCl)CC2, [K+], [K+]. Product: C=CCc1cc(F)ccc1OCCCN1CCC2(CC1)C(=O)NCN2c1ccccc1. As a reaction SMILES: [C:33](=[O:34])([O-:35])[O-:36].[CH2:1]([CH:2]=[CH2:3])[c:4]1[c:5]([OH:11])[cH:6][cH:7][c:8]([F:10])[cH:9]1.[CH3:39][c:40]1[cH:41][cH:42][cH:43][cH:44][cH:45]1.[Cl:12][CH2:13][CH2:14][CH2:15][N:16]1[CH2:17][CH2:18][C:19]2([C:20](=[O:30])[NH:21][CH2:22][N:23]2[c:24]2[cH:25][cH:26][cH:27][cH:28][cH:29]2)[CH2:31][CH2:32]1.[K+:37].[K+:38]>>[CH2:1]([CH:2]=[CH2:3])[c:4]1[c:5]([O:11][CH2:13][CH2:14][CH2:15][N:16]2[CH2:17][CH2:18][C:19]3([C:20](=[O:30])[NH:21][CH2:22][N:23]3[c:24]3[cH:25][cH:26][cH:27][cH:28][cH:29]3)[CH2:31][CH2:32]2)[cH:6][cH:7][c:8]([F:10])[cH:9]1. The reactants are [Br-], N#Cc1cc(C=O)ccc1OC(F)(F)F, C1CCOC1, C[Mg+], [Cl-], [NH4+]. Yields the product CC(O)c1ccc(OC(F)(F)F)c(C#N)c1. RXN SMILES: [Br-:16].[C:1](#[N:2])[c:3]1[cH:4][c:5]([CH:6]=[O:7])[cH:8][cH:9][c:10]1[O:11][C:12]([F:13])([F:14])[F:15].[CH2:19]1[O:20][CH2:21][CH2:22][CH2:23]1.[CH3:17][Mg+:18].[Cl-:24].[NH4+:25]>>[C:1](#[N:2])[c:3]1[cH:4][c:5]([CH:6]([OH:7])[CH3:17])[cH:8][cH:9][c:10]1[O:11][C:12]([F:13])([F:14])[F:15]. Starting materials: B.CSC (Borane dimethylsulphide), B1(N2CCC[C@@H]2C(O1)(C3=CC=CC=C3)C4=CC=CC=C4)C ((R)-2-methyl-CBS-oxazaborolidine), Cl (HCl), N(=[N+]=[N-])CC(=O)C1=CC(=C(C=C1)OCC1=CC=CC=C1)F (2-azido-1-[4-(benzyloxy)-3-fluorophenyl]ethanone), B.CSC (Borane dimethylsulphide). The solvent is C1CCOC1 (THF), C1(=CC=CC=C1)C (toluene), C1CCOC1 (THF), C1CCOC1 (THF). Product: N(=[N+]=[N-])C[C@H](O)C1=CC(=C(C=C1)OCC1=CC=CC=C1)F ((1R)-2-Azido-1-[4-(benzyloxy)-3-fluorophenyl]ethanol). Isolated yield 466.7%. Reaction SMILES: B.CSC.B1(C)OC(C2C=CC=CC=2)(C2C=CC=CC=2)[C@@H]2N1CCC2.[N:26]([CH2:29][C:30]([C:32]1[CH:37]=[CH:36][C:35]([O:38][CH2:39][C:40]2[CH:45]=[CH:44][CH:43]=[CH:42][CH:41]=2)=[C:34]([F:46])[CH:33]=1)=[O:31])=[N+:27]=[N-:28].Cl>C1COCC1.C1(C)C=CC=CC=1>[N:26]([CH2:29][C@@H:30]([C:32]1[CH:37]=[CH:36][C:35]([O:38][CH2:39][C:40]2[CH:45]=[CH:44][CH:43]=[CH:42][CH:41]=2)=[C:34]([F:46])[CH:33]=1)[OH:31])=[N+:27]=[N-:28] |f:0.1|. Reported procedure: Borane-dimethylsulphide solution in THF (2M, 0.03 mL) was added to a solution of (R)-2-methyl-CBS-oxazaborolidine in toluene (1M, 0.06 mL) at 0° C. with stirring. The reaction mixture was stirred for 15 min prior to the dropwise addition of a solution of 2-azido-1-[4-(benzyloxy)-3-fluorophenyl]ethanone (100 mg) in THF. Further Borane-dimethylsulphide in THF (2M, 0.03 mL) was added dropwise and the reaction mixture stirred at 0° C. for 2 h. 2M HCl(aq) (2 mL) was added dropwise and the reaction mi... Reactants: C(C=C)OC=1C=C2C=CNC2=CC1 (5-(allyloxy)-1H-indole), CC1=C(C(=C(C=C1)C)C)C (1,2,3,4-tetramethylbenzene). Reaction conditions: temperature 190 celsius. Yields the product C(C=C)C1=C2C=CNC2=CC=C1O (4-allyl-1H-indol-5-ol). The yield is 70.0%. RXN SMILES: C([O:4][C:5]1[CH:6]=[C:7]2[C:11](=[CH:12][CH:13]=1)[NH:10][CH:9]=[CH:8]2)C=C.[CH3:14][C:15]1C=CC(C)=C(C)[C:16]=1C>>[CH2:16]([C:6]1[C:5]([OH:4])=[CH:13][CH:12]=[C:11]2[C:7]=1[CH:8]=[CH:9][NH:10]2)[CH:15]=[CH2:14]. Reported procedure: 5-(Allyloxy)-1H-indole (514 mg, 2.97 mmol) (Example 53) was dissolved in 1,2,3,4-tetramethylbenzene (2.5 mL), and the reaction mixture was heated at 190° C. for 2 h. The mixture was cooled to rt and sonicated for 30 min. The mixture was then purified by silica gel column chromatography (EtOAc/hexane (v/v)=1:9) to give 361 mg (70%) of the title compound as a white crystalline solid. 1H NMR (400 MHz, CDCl3): δ 3.68 (d, 2H), 5.13 (d, 1H), 5.18 (d, 1H), 6.07 (m, 1H), 6.45 (s, 1H), 6.79 (d, 1H), 7.12... The reactants are CNCCN1C2=C(OCC3=C1C=CC=C3)C=CC=C2 (5,11-Dihydro-5-[2-(N-methylamino)ethyl]dibenzo[b,e][1,4]oxazepine), S(C)(=O)(=O)OCCC1=CC(=CC=C1)OC (3-methoxyphenethyl mesylate), C([O-])([O-])=O.[Na+].[Na+] (sodium carbonate), [I-].[Na+] (sodium iodide). Solvent: C(C)#N (acetonitrile). Run at temperature 90 celsius. Product: COC=1C=C(CCN(C)CCN2C3=C(OCC4=C2C=CC=C4)C=CC=C3)C=CC1 (5,11-dihydro-5-[2-[N-(3-methoxyphenethyl)-N-methylamino]ethyl]dibenzo[b,e][1,4]oxazepine), oil. The yield is 52.0%. Reaction SMILES: [CH3:1][NH:2][CH2:3][CH2:4][N:5]1[C:11]2[CH:12]=[CH:13][CH:14]=[CH:15][C:10]=2[CH2:9][O:8][C:7]2[CH:16]=[CH:17][CH:18]=[CH:19][C:6]1=2.S(O[CH2:25][CH2:26][C:27]1[CH:32]=[CH:31][CH:30]=[C:29]([O:33][CH3:34])[CH:28]=1)(=O)(=O)C.C(=O)([O-])[O-].[Na+].[Na+].[I-].[Na+]>C(#N)C>[CH3:34][O:33][C:29]1[CH:28]=[C:27]([CH:32]=[CH:31][CH:30]=1)[CH2:26][CH2:25][N:2]([CH2:3][CH2:4][N:5]1[C:11]2[CH:12]=[CH:13][CH:14]=[CH:15][C:10]=2[CH2:9][O:8][C:7]2[CH:16]=[CH:17][CH:18]=[CH:19][C:6]1=2)[CH3:1] |f:2.3.4,5.6|. Procedure: 5,11-Dihydro-5-[2-(N-methylamino)ethyl]dibenzo[b,e][1,4]oxazepine (349 mg, 1.37 mmol), 3-methoxyphenethyl mesylate (450 mg, 1.96 mmol), sodium carbonate (208 mg, 1.96 mmol) and sodium iodide (20 mg, 0.13 mmol) were added to acetonitrile (25 ml), and they were heated under reflux at 90° C. for 6 hours. The solvent was evaporated under reduced pressure. The obtained residue was distributed in ethyl acetate and saturated aqueous sodium hydrogencarbonate solution. The organic layer was washed with w...